This data is from the Open Reaction Database (ORD), a public repository of structured organic reaction records. The task is: describe an organic reaction: reactants, conditions, products, and yield The reactants are ClC1=CC=C(S1)C1=NC(=C(C(=N1)NC1=CC=C(C=C1)CC=1NC=C(N1)C(=O)OC)CC)C (methyl 2-[[4-[[2-(5-chloro-2-thienyl)-5-ethyl-6-methyl-pyrimidin-4-yl]amino]phenyl]methyl]-1H-imidazole-4-carboxylate), [Li+].[OH-].O (LiOH H2O), C1CCOC1 (THF), Cl (HCl). The solvent is O (water), CO (MeOH). Run at temperature 55 celsius, time 8 hour. Product: ClC1=CC=C(S1)C1=NC(=C(C(=N1)NC1=CC=C(C=C1)CC=1NC=C(N1)C(=O)O)CC)C (2-[[4-[[2-(5-Chloro-2-thienyl)-5-ethyl-6-methyl-pyrimidin-4-yl]amino]phenyl]methyl]-1H-imidazole-4-carboxylic acid), solid. Isolated yield 62.0%. Reaction SMILES: [Cl:1][C:2]1[S:6][C:5]([C:7]2[N:12]=[C:11]([NH:13][C:14]3[CH:19]=[CH:18][C:17]([CH2:20][C:21]4[NH:22][CH:23]=[C:24]([C:26]([O:28]C)=[O:27])[N:25]=4)=[CH:16][CH:15]=3)[C:10]([CH2:30][CH3:31])=[C:9]([CH3:32])[N:8]=2)=[CH:4][CH:3]=1.[Li+].[OH-].O.C1COCC1.Cl>O.CO>[Cl:1][C:2]1[S:6][C:5]([C:7]2[N:12]=[C:11]([NH:13][C:14]3[CH:15]=[CH:16][C:17]([CH2:20][C:21]4[NH:22][CH:23]=[C:24]([C:26]([OH:28])=[O:27])[N:25]=4)=[CH:18][CH:19]=3)[C:10]([CH2:30][CH3:31])=[C:9]([CH3:32])[N:8]=2)=[CH:4][CH:3]=1 |f:1.2.3|. Procedure details: A 8-mL vial was charged with methyl 2-[[4-[[2-(5-chloro-2-thienyl)-5-ethyl-6-methyl-pyrimidin-4-yl]amino]phenyl]methyl]-1H-imidazole-4-carboxylate (8 mg, 0.017 mmol, 1 eq.), LiOH/H2O (19 mg, 0.44 mmol, 26 eq.), THF (1 ml), MeOH (0.2 ml) and water (0.2 ml). The resulting mixture was stirred at 55° C. overnight. After cooling to room temperature, the mixture was added 2N HCl aq. to pH 6˜7. The precipitate was collected by filtration and washed with water. After drying, the title compound was obtai... Reactants: ClC1=CC(=C(C=C1Cl)N)N (4,5-dichloro-1,2-phenylendiamine), C(C)(C)(C)OC(CC(=O)C1=CC(=CC=C1)C1=CC(=NC=C1CC)C)=O (3-[3-(5-ethyl-2-methyl-pyridin-4-yl)-phenyl]-3-oxo-propionic acid tert-butyl ester). The solvent is C=1(C(=CC=CC1)C)C (xylene). Yields the product ClC1=CC2=C(NC(CC(=N2)C2=CC(=CC=C2)C2=CC(=NC=C2CC)C)=O)C=C1Cl (7,8-Dichloro-4-[3-(5-ethyl-2-methyl-pyridin-4-yl)-phenyl]-1,3-dihydro-benzo[b][1,4]diazepin-2-one), solid. Yield: 72.0%. Reaction SMILES: [Cl:1][C:2]1[C:7]([Cl:8])=[CH:6][C:5]([NH2:9])=[C:4]([NH2:10])[CH:3]=1.C([O:15][C:16](=O)[CH2:17][C:18]([C:20]1[CH:25]=[CH:24][CH:23]=[C:22]([C:26]2[C:31]([CH2:32][CH3:33])=[CH:30][N:29]=[C:28]([CH3:34])[CH:27]=2)[CH:21]=1)=O)(C)(C)C>C1(C)C(C)=CC=CC=1>[Cl:1][C:2]1[C:7]([Cl:8])=[CH:6][C:5]2[NH:9][C:16](=[O:15])[CH2:17][C:18]([C:20]3[CH:25]=[CH:24][CH:23]=[C:22]([C:26]4[C:31]([CH2:32][CH3:33])=[CH:30][N:29]=[C:28]([CH3:34])[CH:27]=4)[CH:21]=3)=[N:10][C:4]=2[CH:3]=1. Reported procedure: The title compound was prepared from commercially available 4,5-dichloro-1,2-phenylendiamine (133 mg, 0.75 mmol) and 3-[3-(5-ethyl-2-methyl-pyridin-4-yl)-phenyl]-3-oxo-propionic acid tert-butyl ester (Example K19) (255 mg, 0.75 mmol) in xylene (15 ml) under reflux conditions for 2 h according to the general procedure M. Obtained as a light brown solid (230 mg, 72%). Starting materials: ClC1=C(C=CC=C1)C1=C(C=NC=C1)NCC#N ([4-(2-chloro-phenyl)-pyridin-3-ylamino]-acetonitrile), CS(=O)(=O)C=1C=C(C(=O)O)C=C(C1)C(F)(F)F (3-(methylsulfonyl)-5-(trifluoromethyl)benzoic acid). Product: ClC1=C(C=CC=C1)C1=C(C=NC=C1)N(C(C1=CC(=CC(=C1)C(F)(F)F)S(=O)(=O)C)=O)CC#N (N-[4-(2-Chloro-phenyl)-pyridin-3-yl]-N-cyanomethyl-3-methanesulfonyl-5-trifluoromethyl-benzamide). Isolated yield 25.0%. Reaction SMILES: [Cl:1][C:2]1[CH:7]=[CH:6][CH:5]=[CH:4][C:3]=1[C:8]1[CH:13]=[CH:12][N:11]=[CH:10][C:9]=1[NH:14][CH2:15][C:16]#[N:17].[CH3:18][S:19]([C:22]1[CH:23]=[C:24]([CH:28]=[C:29]([C:31]([F:34])([F:33])[F:32])[CH:30]=1)[C:25](O)=[O:26])(=[O:21])=[O:20]>>[Cl:1][C:2]1[CH:7]=[CH:6][CH:5]=[CH:4][C:3]=1[C:8]1[CH:13]=[CH:12][N:11]=[CH:10][C:9]=1[N:14]([CH2:15][C:16]#[N:17])[C:25](=[O:26])[C:24]1[CH:28]=[C:29]([C:31]([F:34])([F:32])[F:33])[CH:30]=[C:22]([S:19]([CH3:18])(=[O:21])=[O:20])[CH:23]=1. Procedure: The title compound was prepared in analogy to example 90, from [4-(2-chloro-phenyl)-pyridin-3-ylamino]-acetonitrile and 3-(methylsulfonyl)-5-(trifluoromethyl)benzoic acid (example 114, intermediate a) after a reaction time of 6 hours at room temperature. The compound was purified by silica gel chromatography on a 20 g column using an MPLC (Flashmaster) system eluting with a gradient of n-heptane:EtOAc (100:0 to 0:100). Another purification step using preparative HPLC (Gemini NX column) with a gr... Reactants: C(C)(=O)OCC (ethyl acetate), O (water), ClCCCC(C(=O)NN)C1CC1 (5-chloro-2-cyclopropyl-valeric acid hydrazide), Cl.Cl.COC=1C=C(C=CC1N1C=NC(=C1)C)/C=C/C(OCC)=N (ethyl (E)-3-[3-methoxy-4-(4-methyl-1H-imidazol-1-yl)phenyl]acrylimidate dihydrochloride), TEA. Run in C(C)O (ethanol), C(C)O (ethanol). Run at temperature 70 celsius, time 22 hour. The product is C1(CC1)C1C=2N(CCC1)N=C(N2)\C=C\C2=CC(=C(C=C2)N2C=NC(=C2)C)OC (racemic 8-cyclopropyl-2-{(E)-2-[3-methoxy-4-(4-methyl-1H-imidazol-1-yl)phenyl]vinyl}-5,6,7,8-tetrahydro[1,2,4]triazolo[1,5-a]pyridine). Yield: 17.5%. RXN SMILES: Cl[CH2:2][CH2:3][CH2:4][CH:5]([CH:10]1[CH2:12][CH2:11]1)[C:6]([NH:8][NH2:9])=O.Cl.Cl.[CH3:15][O:16][C:17]1[CH:18]=[C:19](/[CH:29]=[CH:30]/[C:31](=[NH:35])OCC)[CH:20]=[CH:21][C:22]=1[N:23]1[CH:27]=[C:26]([CH3:28])[N:25]=[CH:24]1.C(OCC)(=O)C.O>C(O)C>[CH:10]1([CH:5]2[CH2:4][CH2:3][CH2:2][N:8]3[N:9]=[C:31](/[CH:30]=[CH:29]/[C:19]4[CH:20]=[CH:21][C:22]([N:23]5[CH:27]=[C:26]([CH3:28])[N:25]=[CH:24]5)=[C:17]([O:16][CH3:15])[CH:18]=4)[N:35]=[C:6]23)[CH2:12][CH2:11]1 |f:1.2.3|. Procedure details: A solution of 5-chloro-2-cyclopropyl-valeric acid hydrazide (125 mg) in ethanol (1.5 mL) was added to a solution of ethyl (E)-3-[3-methoxy-4-(4-methyl-1H-imidazol-1-yl)phenyl]acrylimidate dihydrochloride (259 mg) and TEA (0.46 ml) in ethanol (3 ml), and the reaction solution was stirred at 70° C. for 22 hours. The reaction solution was left to cool to room temperature. Then, ethyl acetate and water were added to the reaction solution, and the organic layer was separated. The organic layer was wa... Reagents/catalysts: [Cl-].[Zn+2].[Cl-] (zinc chloride). Reaction conditions: time 30 minute. Procedure details: Under nitrogen atmosphere, add n-butyl lithium (2.5 M in hexane, 0.6 mL, 1.5 mmol) to a solution of 1-methyl-1,2,4-triazole (124.5 mg, 1 5 mmol) in THF (3 mL) at −78° C. and stir for 30 min. Add anhydrous zinc chloride (409 mg, 3 0 mmol), continue stirring for 30 min, warm up to room temperature and stir for 2 h. Add 3-(2,4-dibromo-thiazol-5-yl)-7-(1-ethyl-propyl)-2,5-dimethyl-pyrazolo[1,5-a]pyrimidine (229 mg, 0.5 mmol), followed by tetrakis(triphenylphosine)palladium (58 mg, 0.05 mmol) and ref... Reaction SMILES: C([Li])CCC.[CH3:6][N:7]1[CH:11]=[N:10][CH:9]=[N:8]1.Br[C:13]1[S:14][C:15]([C:19]2[C:20]([CH3:34])=[N:21][N:22]3[C:27]([CH:28]([CH2:31][CH3:32])[CH2:29][CH3:30])=[CH:26][C:25]([CH3:33])=[N:24][C:23]=23)=[C:16]([Br:18])[N:17]=1>C1COCC1.C(OCC)(=O)C.[Cl-].[Zn+2].[Cl-]>[Br:18][C:16]1[N:17]=[C:13]([C:11]2[N:7]([CH3:6])[N:8]=[CH:9][N:10]=2)[S:14][C:15]=1[C:19]1[C:20]([CH3:34])=[N:21][N:22]2[C:27]([CH:28]([CH2:29][CH3:30])[CH2:31][CH3:32])=[CH:26][C:25]([CH3:33])=[N:24][C:23]=12 |f:5.6.7|. Reactants: BrC=1SC(=C(N1)Br)C=1C(=NN2C1N=C(C=C2C(CC)CC)C)C (3-(2,4-dibromo-thiazol-5-yl)-7-(1-ethyl-propyl)-2,5-dimethyl-pyrazolo[1,5-a]pyrimidine), tetrakis(triphenylphosine)palladium, C(CCC)[Li] (n-butyl lithium), CN1N=CN=C1 (1-methyl-1,2,4-triazole). The solvent is C1CCOC1 (THF), C(C)(=O)OCC (ethyl acetate). The yield is 33.4%. Yields the product BrC=1N=C(SC1C=1C(=NN2C1N=C(C=C2C(CC)CC)C)C)C=2N(N=CN2)C (3-(4-Bromo-2-(2-methyl-2H-[1,2,4]triazol-3-yl)-thiazol-5-yl)-7-(1-ethyl-propyl)-2,5-dimethyl-pyrazolo[1,5-a]pyrimidine). Reactants: [OH-].[Na+] (sodium hydroxide), C(C)OC(CSC1=CN=C(S1)NC(=O)N([C@@H]1CC[C@H](CC1)COC)C1CCCCC1)=O ({2-[3-Cyclohexyl-3-(trans-4-methoxymethyl-cyclohexyl)-ureido]-thiazol-5-ylsulfanyl}-acetic acid ethyl ester), Cl (hydrochloric acid). Run in CO (methanol). Conditions: time 3 hour. The product is C1(CCCCC1)N(C(NC=1SC(=CN1)SCC(=O)O)=O)[C@@H]1CC[C@H](CC1)COC ({2-[3-Cyclohexyl-3-(trans-4-methoxymethyl-cyclohexyl)-ureido]-thiazol-5-ylsulfanyl}-acetic acid). As a reaction SMILES: C([O:3][C:4](=[O:31])[CH2:5][S:6][C:7]1[S:11][C:10]([NH:12][C:13]([N:15]([CH:25]2[CH2:30][CH2:29][CH2:28][CH2:27][CH2:26]2)[C@H:16]2[CH2:21][CH2:20][C@H:19]([CH2:22][O:23][CH3:24])[CH2:18][CH2:17]2)=[O:14])=[N:9][CH:8]=1)C.[OH-].[Na+].Cl>CO>[CH:25]1([N:15]([C@H:16]2[CH2:17][CH2:18][C@H:19]([CH2:22][O:23][CH3:24])[CH2:20][CH2:21]2)[C:13](=[O:14])[NH:12][C:10]2[S:11][C:7]([S:6][CH2:5][C:4]([OH:31])=[O:3])=[CH:8][N:9]=2)[CH2:26][CH2:27][CH2:28][CH2:29][CH2:30]1 |f:1.2|. Procedure details: {2-[3-Cyclohexyl-3-(trans-4-methoxymethyl-cyclohexyl)-ureido]-thiazol-5-ylsulfanyl}-acetic acid ethyl ester was dissolved in methanol (10 mL) and 1N sodium hydroxide (5 mL) was added. Stirred at room temperature for 3 h then acidified with 1N hydrochloric acid. The white precipitate was filtered and dried to give the title compound (97 mg).